Task: describe an organic reaction: reactants, conditions, products, and yield. Dataset: the Open Reaction Database (ORD), a public repository of structured organic reaction records Starting materials: CS(=O)(=O)c1ncc2c(n1)N(c1ccccc1)C(=O)N(c1c(Cl)cccc1Cl)C2, ClCCl, Nc1ccncc1. Yields the product O=C1N(c2c(Cl)cccc2Cl)Cc2cnc(Nc3ccncc3)nc2N1c1ccccc1. Reaction SMILES: [Cl:1][c:2]1[c:3]([N:9]2[C:10](=[O:29])[N:11]([c:23]3[cH:24][cH:25][cH:26][cH:27][cH:28]3)[c:12]3[n:13][c:14]([S:19]([CH3:20])(=[O:21])=[O:22])[n:15][cH:16][c:17]3[CH2:18]2)[c:4]([Cl:8])[cH:5][cH:6][cH:7]1.[Cl:37][CH2:38][Cl:39].[NH2:30][c:31]1[cH:32][cH:33][n:34][cH:35][cH:36]1>>[Cl:1][c:2]1[c:3]([N:9]2[C:10](=[O:29])[N:11]([c:23]3[cH:24][cH:25][cH:26][cH:27][cH:28]3)[c:12]3[n:13][c:14]([NH:30][c:31]4[cH:32][cH:33][n:34][cH:35][cH:36]4)[n:15][cH:16][c:17]3[CH2:18]2)[c:4]([Cl:8])[cH:5][cH:6][cH:7]1.